From a dataset of the Open Reaction Database (ORD), a public repository of structured organic reaction records. describe an organic reaction: reactants, conditions, products, and yield The reactants are O=C(CC(=O)OCC)CC (ethyl 3-oxo-pentanoate), N1=C(C=CC=C1)NN (2-pyridyl hydrazine), C1(CC1)C1=C(C=NN1C(C)C)C=O (5-cyclopropyl-1-isopropyl-1H-pyrazole-4-carbaldehyde). Yields the product C(C)C1=C(C=NN1C1=NC=CC=C1)C=O (5-Ethyl-1-pyridin-2-yl-1H-pyrazole-4-carbaldehyde). Reaction SMILES: O=C(CC)CC(OCC)=O.[N:11]1[CH:16]=[CH:15][CH:14]=[CH:13][C:12]=1[NH:17][NH2:18].[CH:19]1([C:22]2N(C(C)C)N=[CH:24][C:23]=2[CH:30]=[O:31])C[CH2:20]1>>[CH2:19]([C:22]1[N:17]([C:12]2[CH:13]=[CH:14][CH:15]=[CH:16][N:11]=2)[N:18]=[CH:24][C:23]=1[CH:30]=[O:31])[CH3:20]. Reported procedure: 5-Ethyl-1-pyridin-2-yl-1H-pyrazole-4-carbaldehyde was prepared from ethyl 3-oxo-pentanoate and 2-pyridyl hydrazine in the same manner as 5-cyclopropyl-1-isopropyl-1H-pyrazole-4-carbaldehyde (Example 49). The reactants are C(C(=O)Cl)(=O)Cl (oxalyl chloride), Cl.CC1=NC=CC=C1C1CCNCC1 (2-methyl-3-(4-piperidyl)pyridine hydrochloride), CCN(C(C)C)C(C)C (DIPEA), CC(/C=C/C(=O)O)C ((E)-4-Methylpent-2-enoic acid). Reagents/catalysts: CN(C)C=O (DMF). Run in C(Cl)Cl (DCM), ClCCl (dichloromethane). Run at time 15 minute. The product is CC(/C=C/C(=O)N1CCC(CC1)C=1C(=NC=CC1)C)C ((E)-4-Methyl-1-[4-(2-methyl-3-pyridyl)-1-piperidyl]pent-2-en-1-one). The yield is 28.0%. RXN SMILES: [CH3:1][CH:2]([CH3:8])/[CH:3]=[CH:4]/[C:5]([OH:7])=O.C(Cl)(=O)C(Cl)=O.Cl.[CH3:16][C:17]1[C:22]([CH:23]2[CH2:28][CH2:27][NH:26][CH2:25][CH2:24]2)=[CH:21][CH:20]=[CH:19][N:18]=1.CCN(C(C)C)C(C)C>ClCCl.CN(C=O)C>[CH3:8][CH:2]([CH3:1])/[CH:3]=[CH:4]/[C:5]([N:26]1[CH2:27][CH2:28][CH:23]([C:22]2[C:17]([CH3:16])=[N:18][CH:19]=[CH:20][CH:21]=2)[CH2:24][CH2:25]1)=[O:7] |f:2.3|. Procedure details: (E)-4-Methylpent-2-enoic acid (26 mg, 0.23 mmol) was dissolved in dichloromethane (1 ml), oxalyl chloride (20 μl, 0.23 mmol) and one drop of DMF were added and the resulting solution was stirred at room temperature for 15 minutes. This solution was added to a solution of 2-methyl-3-(4-piperidyl)pyridine hydrochloride (27 mg, 0.125 mmol) in DCM (2 ml). DIPEA (120 μl, 0.7 mmol) was added and the resulting mixture was stirred at room temperature overnight. The mixture was concentrated under reduced... The reactants are [Na], O, O=C(O)c1ccc2oc(-c3ccc(OCCO)cc3)cc(=O)c2c1. Product: O=C(O)c1ccc2oc(-c3ccc(O)cc3)cc(=O)c2c1. As a reaction SMILES: [Na:25].[OH2:26].[OH:1][CH2:2][CH2:3][O:4][c:5]1[cH:6][cH:7][c:8](-[c:9]2[o:10][c:11]3[cH:12][cH:13][c:14]([C:20](=[O:21])[OH:22])[cH:15][c:16]3[c:17](=[O:19])[cH:18]2)[cH:23][cH:24]1>>[OH:4][c:5]1[cH:6][cH:7][c:8](-[c:9]2[o:10][c:11]3[cH:12][cH:13][c:14]([C:20](=[O:21])[OH:22])[cH:15][c:16]3[c:17](=[O:19])[cH:18]2)[cH:23][cH:24]1. Yield: 97.0%. RXN SMILES: [ClH:1].C(OC([N:9]1[CH2:14][CH2:13][CH2:12][CH2:11][CH:10]1[CH2:15][CH2:16][O:17][C:18]1[CH:23]=[CH:22][CH:21]=[CH:20][C:19]=1[CH2:24][CH2:25][CH2:26][CH2:27][C:28]1[CH:33]=[CH:32][CH:31]=[CH:30][CH:29]=1)=O)(C)(C)C>O1CCOCC1>[ClH:1].[C:28]1([CH2:27][CH2:26][CH2:25][CH2:24][C:19]2[CH:20]=[CH:21][CH:22]=[CH:23][C:18]=2[O:17][CH2:16][CH2:15][CH:10]2[CH2:11][CH2:12][CH2:13][CH2:14][NH:9]2)[CH:33]=[CH:32][CH:31]=[CH:30][CH:29]=1 |f:3.4|. The reactants are solution, Cl (hydrogen chloride), C(C)(C)(C)OC(=O)N1C(CCCC1)CCOC1=C(C=CC=C1)CCCCC1=CC=CC=C1 (1-t-butoxycarbonyl-2-{2-[2-(4-phenylbutyl)phenoxy]ethyl}piperidine). The solvent is O1CCOCC1 (dioxane), O1CCOCC1 (dioxane). Product: Cl.C1(=CC=CC=C1)CCCCC1=C(OCCC2NCCCC2)C=CC=C1 (2-{2-[2-(4-Phenylbutyl)phenoxy]ethyl}piperidine hydrochloride). Reaction conditions: time 30 minute. Reported procedure: 10 ml of a 4N solution of hydrogen chloride in dioxane were added to a solution of 1.13 g of 1-t-butoxycarbonyl-2-{2-[2-(4-phenylbutyl)phenoxy]ethyl}piperidine [prepared as described in step (b) above] in 10 ml of dioxane, and the resulting mixture was stirred at room temperature for 30 minutes. At the end of this time, the reaction mixture was freed from the solvent by distillation under reduced pressure. The resulting residue was washed with hexane and dried in vacuo, to give 0.94 g (yield 97%...